This data is from the Open Reaction Database (ORD), a public repository of structured organic reaction records. The task is: describe an organic reaction: reactants, conditions, products, and yield Reactants: CC(C)(C)c1csc(-c2cc3cc(OCc4ccccc4C=O)ccc3o2)n1, CSCS(C)=O, C1CCOC1. The product is CSC(=Cc1ccccc1COc1ccc2oc(-c3nc(C(C)(C)C)cs3)cc2c1)S(C)=O. RXN SMILES: [C:1]([CH3:2])([CH3:3])([CH3:4])[c:5]1[n:6][c:7](-[c:10]2[o:11][c:12]3[c:13]([cH:14]2)[cH:15][c:16]([O:19][CH2:20][c:21]2[c:22]([CH:27]=[O:28])[cH:23][cH:24][cH:25][cH:26]2)[cH:17][cH:18]3)[s:8][cH:9]1.[CH3:29][S:30](=[O:31])[CH2:32][S:33][CH3:34].[O:35]1[CH2:36][CH2:37][CH2:38][CH2:39]1>>[C:1]([CH3:2])([CH3:3])([CH3:4])[c:5]1[n:6][c:7](-[c:10]2[o:11][c:12]3[c:13]([cH:14]2)[cH:15][c:16]([O:19][CH2:20][c:21]2[c:22]([CH:27]=[C:32]([S:30]([CH3:29])=[O:31])[S:33][CH3:34])[cH:23][cH:24][cH:25][cH:26]2)[cH:17][cH:18]3)[s:8][cH:9]1. The reactants are CN1N=C(C(=C1O)C(C1=C(C=C(C=C1)Cl)Cl)=O)C (1,3-dimethyl-4-(2,4-dichlorobenzoyl)-5-hydroxypyrazole), crude product, C(Cl)Cl (methylene chloride), C([O-])([O-])=O.[K+].[K+] (potassium carbonate), BrCC(=O)C(CCl)(C)C (1,1-dimethyl-2-chloroethyl bromomethyl ketone). The solvent is C(C)C(=O)C (methyl ethyl ketone). Product: CN1N=C(C(=C1OCC(C(CCl)(C)C)=O)C(C1=C(C=C(C=C1)Cl)Cl)=O)C (1,3-Dimethyl-4-(2,4-dichlorobenzoyl)-5-(2,2-dimethyl-3-chloropropionylmethoxy)pyrazole). Isolated yield 47.8%. Reaction SMILES: [CH3:1][N:2]1[C:6]([OH:7])=[C:5]([C:8](=[O:17])[C:9]2[CH:14]=[CH:13][C:12]([Cl:15])=[CH:11][C:10]=2[Cl:16])[C:4]([CH3:18])=[N:3]1.C(=O)([O-])[O-].[K+].[K+].Br[CH2:26][C:27]([C:29]([CH3:33])([CH3:32])[CH2:30][Cl:31])=[O:28].C(Cl)Cl>C(C(C)=O)C>[CH3:1][N:2]1[C:6]([O:7][CH2:26][C:27](=[O:28])[C:29]([CH3:33])([CH3:32])[CH2:30][Cl:31])=[C:5]([C:8](=[O:17])[C:9]2[CH:14]=[CH:13][C:12]([Cl:15])=[CH:11][C:10]=2[Cl:16])[C:4]([CH3:18])=[N:3]1 |f:1.2.3|. Procedure details: Into a four necked flask was charged 1.0 g of 1,3-dimethyl-4-(2,4-dichlorobenzoyl)-5-hydroxypyrazole, and the contents were dissolved in 20 ml of methyl ethyl ketone. 0.54 g of anhydrous potassium carbonate was added thereto, and 0.75 g of 1,1-dimethyl-2-chloroethyl bromomethyl ketone was further dropwise added while stirring whereby the mixture was reacted for 2 hours under the reflux condition (80° C.). After completion of the reaction, the reaction product was collected by filtration, and the... Reactants: CC1=C(C(=NO1)C1=CC=CC=C1)COC1=NC=C(C(=O)O)C=C1 (6-(5-methyl-3-phenyl-isoxazol-4-ylmethoxy)-nicotinic acid), F[B-](F)(F)F.N1(N=NC2=C1C=CC=C2)OC(=[N+](C)C)N(C)C (2-(1H-benzotriazole-1-yl)-1,1,3,3-tetramethyluronium tetrafluoroborate), C(C)(C)N(C(C)C)CC (N,N-diisopropyl ethyl amine), FC1=CC=C(N)C=C1 (4-fluoroaniline). The solvent is CN(C)C=O (DMF). Run at time 8 hour. Product: FC1=CC=C(C=C1)NC(C1=CN=C(C=C1)OCC=1C(=NOC1C)C1=CC=CC=C1)=O (N-(4-Fluoro-phenyl)-6-(5-methyl-3-phenyl-isoxazol-4-ylmethoxy)-nicotinamide). Isolated yield 84.4%. Reaction SMILES: [CH3:1][C:2]1[O:6][N:5]=[C:4]([C:7]2[CH:12]=[CH:11][CH:10]=[CH:9][CH:8]=2)[C:3]=1[CH2:13][O:14][C:15]1[CH:23]=[CH:22][C:18]([C:19]([OH:21])=O)=[CH:17][N:16]=1.F[B-](F)(F)F.N1(OC(N(C)C)=[N+](C)C)C2C=CC=CC=2N=N1.C(N(CC)C(C)C)(C)C.[F:55][C:56]1[CH:62]=[CH:61][C:59]([NH2:60])=[CH:58][CH:57]=1>CN(C=O)C>[F:55][C:56]1[CH:62]=[CH:61][C:59]([NH:60][C:19](=[O:21])[C:18]2[CH:22]=[CH:23][C:15]([O:14][CH2:13][C:3]3[C:4]([C:7]4[CH:8]=[CH:9][CH:10]=[CH:11][CH:12]=4)=[N:5][O:6][C:2]=3[CH3:1])=[N:16][CH:17]=2)=[CH:58][CH:57]=1 |f:1.2|. Procedure details: To a solution of 6-(5-methyl-3-phenyl-isoxazol-4-ylmethoxy)-nicotinic acid (100 mg, 0.32 mmol) in DMF (2 mL) were added 2-(1H-benzotriazole-1-yl)-1,1,3,3-tetramethyluronium tetrafluoroborate (114 mg, 0.35 mmol), N,N-diisopropyl ethyl amine (275 μL, 1.6 mmol) and 4-fluoroaniline (1 M in DMF, 0.35 mmol). The resulting reaction mixture was stirred overnight at room temperature. Concentration and purification by chromatography (SiO2, heptane:ethyl acetate=100:0 to 1:1) afforded the title compound (1... Run in CO (methanol). Reported procedure: To a solution of 4-bromo-2-methoxybenzaldehyde (5.2 g, 24.2 mmol) in methanol (20 ml) and trimethylorthoformate (14 ml, 5.5 eq.) was added p-toluenesulfonic acid (46 mg, 0.01 eq.) and the mixture was refluxed for 3 hr. Potassium carbonate (125 mg, 0.03 eq.) and silicagel was added, the solvent was removed under reduced pressure and the solid residue packed into a loading column and purified by MPLC (hexanes-ethylacetate 40-80% gradient). MS (EI+): 262, 260 (1/1, M+, 10%); 231, 229 (1/1, 90%); 21... The reactants are BrC1=CC(=C(C=O)C=C1)OC (4-bromo-2-methoxybenzaldehyde), COC(OC)OC (trimethylorthoformate), C1(=CC=C(C=C1)S(=O)(=O)O)C (p-toluenesulfonic acid), C([O-])([O-])=O.[K+].[K+] (Potassium carbonate). RXN SMILES: [Br:1][C:2]1[CH:9]=[CH:8][C:5](C=O)=[C:4]([O:10][CH3:11])[CH:3]=1.CO[CH:14]([O:17][CH3:18])[O:15][CH3:16].C1(C)C=CC(S(O)(=O)=O)=CC=1.C(=O)([O-])[O-].[K+].[K+]>CO>[CH3:18][O:17][CH:14]([O:15][CH3:16])[C:5]1[CH:8]=[CH:9][C:2]([Br:1])=[CH:3][C:4]=1[O:10][CH3:11] |f:3.4.5|. The product is COC(C1=C(C=C(C=C1)Br)OC)OC (4-Bromo-2-methoxybenzaldehyde dimethylacetal).